This data is from the Open Reaction Database (ORD), a public repository of structured organic reaction records. The task is: describe an organic reaction: reactants, conditions, products, and yield The reactants are [N+](=O)([O-])C=1C=NNC1 (4-nitropyrazole), C(C)(=O)C(C(=O)OCC)=COCC (ethyl 2-acetyl-3-ethoxyacrylate). The reagents and catalysts are [Pd] (palladium on charcoal). Run in C(C)O (ethanol). Reaction conditions: time 3.5 hour. Yields the product C(C)(=O)C(C(=O)OCC)=CNC=1C=NNC1 (Ethyl 2-acetyl-3-(4-pyrazolylamino)acrylate). The yield is 69.0%. RXN SMILES: [N+:1]([C:4]1[CH:5]=[N:6][NH:7][CH:8]=1)([O-])=O.[C:9]([C:12](=[CH:18]OCC)[C:13]([O:15][CH2:16][CH3:17])=[O:14])(=[O:11])[CH3:10]>C(O)C.[Pd]>[C:9]([C:12](=[CH:18][NH:1][C:4]1[CH:5]=[N:6][NH:7][CH:8]=1)[C:13]([O:15][CH2:16][CH3:17])=[O:14])(=[O:11])[CH3:10]. Procedure details: A solution of 4-nitropyrazole (5.6 g, 50 mmol)in ethanol (200 ml) was hydrogenated over 10% palladium on charcoal (0.5 g) at room temperature and pressure for 3.5 h. The catalyst was filtered off and ethyl 2-acetyl-3-ethoxyacrylate (9.3 g, 50 mmol) was added to the solution under nitrogen. After 5 min, the solution was evaporated in vacuo and the residual solid was recrystallised from ethyl acetate/pentane (charcoal) to give the title compound (7.7 g, 69%), m.p. 126°-128° C. Found: C, 49.96; H, ... Starting materials: N#CC1(NC(=O)C2CC(S(=O)(=O)c3ccccc3Cl)CN2)CC1, Cl, O=C(O)c1ccccc1. Yields the product N#CC1(NC(=O)C2CC(S(=O)(=O)c3ccccc3Cl)CN2C(=O)c2ccccc2)CC1. RXN SMILES: [C:2](#[N:3])[C:4]1([NH:7][C:8](=[O:9])[CH:10]2[NH:11][CH2:12][CH:13]([S:15](=[O:16])(=[O:17])[c:18]3[c:19]([Cl:24])[cH:20][cH:21][cH:22][cH:23]3)[CH2:14]2)[CH2:5][CH2:6]1.[ClH:1].[OH:25][C:26](=[O:27])[c:28]1[cH:29][cH:30][cH:31][cH:32][cH:33]1>>[C:2](#[N:3])[C:4]1([NH:7][C:8](=[O:9])[CH:10]2[N:11]([C:26](=[O:25])[c:28]3[cH:29][cH:30][cH:31][cH:32][cH:33]3)[CH2:12][CH:13]([S:15](=[O:16])(=[O:17])[c:18]3[c:19]([Cl:24])[cH:20][cH:21][cH:22][cH:23]3)[CH2:14]2)[CH2:5][CH2:6]1. Reactants: ClC(Cl)(Cl)Cl, CCCc1cc2ccc(C(=O)OC)cc2[nH]1, COCC(=O)O, ClCCCl, c1ccc(P(c2ccccc2)c2ccccc2)cc1. Reaction SMILES: [C:23]([Cl:24])([Cl:25])([Cl:26])[Cl:27].[CH2:1]([CH2:2][CH3:3])[c:4]1[nH:5][c:6]2[cH:7][c:8]([C:13](=[O:14])[O:15][CH3:16])[cH:9][cH:10][c:11]2[cH:12]1.[CH3:17][O:18][CH2:19][C:20](=[O:21])[OH:22].[Cl:47][CH2:48][CH2:49][Cl:50].[c:28]1([P:29]([c:30]2[cH:31][cH:32][cH:33][cH:34][cH:35]2)[c:36]2[cH:37][cH:38][cH:39][cH:40][cH:41]2)[cH:42][cH:43][cH:44][cH:45][cH:46]1>>[CH2:1]([CH2:2][CH3:3])[c:4]1[nH:5][c:6]2[cH:7][c:8]([C:13](=[O:14])[O:15][CH3:16])[cH:9][cH:10][c:11]2[c:12]1[C:20]([CH2:19][O:18][CH3:17])=[O:21]. Yields the product CCCc1[nH]c2cc(C(=O)OC)ccc2c1C(=O)COC. As a reaction SMILES: [Cl:1][C:2]1[CH:7]=[CH:6][C:5]([C:8]2[O:12][N:11]=[C:10]([OH:13])[C:9]=2[CH:14]([CH3:16])[CH3:15])=[CH:4][CH:3]=1.C(OC([NH:24][CH2:25][CH2:26]O)=O)(C)(C)C>>[ClH:1].[NH2:24][CH2:25][CH2:26][O:13][C:10]1[C:9]([CH:14]([CH3:16])[CH3:15])=[C:8]([C:5]2[CH:4]=[CH:3][C:2]([Cl:1])=[CH:7][CH:6]=2)[O:12][N:11]=1 |f:2.3|. Reported procedure: 5-(4-Chlorophenyl)-3-hydroxy-4-isopropylisoxazole (0.15 g) and 2-(N-tert-butoxycarbonylamino)ethanol (0.11 g) were subjected to reaction and post-treatment in a similar manner to that described in Example 9(a) to obtain the title compound (0.19 g, 79%) as a colorless powder. Product: Cl.NCCOC1=NOC(=C1C(C)C)C1=CC=C(C=C1)Cl (3-(2-Aminoethoxy)-5-(4-chlorophenyl)-4-isopropylisoxazole hydrochloride). The reactants are ClC1=CC=C(C=C1)C1=C(C(=NO1)O)C(C)C (5-(4-Chlorophenyl)-3-hydroxy-4-isopropylisoxazole), C(C)(C)(C)OC(=O)NCCO (2-(N-tert-butoxycarbonylamino)ethanol). Yield: 189.8%. Reaction SMILES: [N+](C1C=CC(O[C:11](=[O:19])[C:12]2[CH:17]=[CH:16][C:15]([Cl:18])=[CH:14][CH:13]=2)=CC=1)([O-])=O.[NH2:20][CH2:21][CH2:22][N:23]1[CH2:28][CH2:27][O:26][CH2:25][CH2:24]1>O1CCCC1>[Cl:18][C:15]1[CH:14]=[CH:13][C:12]([C:11]([NH:20][CH2:21][CH2:22][N:23]2[CH2:28][CH2:27][O:26][CH2:25][CH2:24]2)=[O:19])=[CH:17][CH:16]=1. Yields the product ClC1=CC=C(C(=O)NCCN2CCOCC2)C=C1 (p-chloro-N-(2-morpholinoethyl)-benzamide). Run in O1CCCC1 (tetrahydrofuran). The reactants are [N+](=O)([O-])C1=CC=C(C=C1)OC(C1=CC=C(C=C1)Cl)=O (p-chlorobenzoic acid p-nitrophenyl ester), NCCN1CCOCC1 (N-(2-aminoethyl)-morpholine). Reported procedure: 5.55 G. of p-chlorobenzoic acid p-nitrophenyl ester are added to a solution of 2.6 g. of N-(2-aminoethyl)-morpholine in 100 ml. of tetrahydrofuran and the mixture is allowed to stand overnight at room temperature. It is then evaporated to dryness and the residue is taken up in 200 ml. of methylene chloride. The methylene chloride solution is washed three times with 50 ml. of a 1% sodium hydroxide solution each time and twice with 50 ml. of water each time until neutral, dried over sodium sulfate... Reaction conditions: time 8 hour. Starting materials: NCCC(=O)O (β-Alanine), BrC1=CC=CC(=N1)C=O (6-bromopyridine-2-carboxaldehyde), C(#N)CC(=O)NC(CCC)C1=CC=C(C=C1)OCOC (2-cyano-N-(1-(4-(methoxymethoxy)phenyl)butyl)acetamide). The solvent is C(C)O.O (ethanol water), CCOC(=O)C.CCCCCC (EtOAc Hexane). The product is BrC1=CC=CC(=N1)/C=C(/C(=O)NC(CCC)C1=CC=C(C=C1)OCOC)\C#N ((E)-3-(6-Bromopyridin-2-yl)-2-cyano-N-(1-(4-(methoxymethoxy)phenyl)butyl)acrylamide). Isolated yield 186.8%. Reaction SMILES: NCCC(O)=O.[Br:7][C:8]1[N:13]=[C:12]([CH:14]=O)[CH:11]=[CH:10][CH:9]=1.[C:16]([CH2:18][C:19]([NH:21][CH:22]([C:26]1[CH:31]=[CH:30][C:29]([O:32][CH2:33][O:34][CH3:35])=[CH:28][CH:27]=1)[CH2:23][CH2:24][CH3:25])=[O:20])#[N:17]>C(O)C.O.CCOC(C)=O.CCCCCC>[Br:7][C:8]1[N:13]=[C:12](/[CH:14]=[C:18](\[C:16]#[N:17])/[C:19]([NH:21][CH:22]([C:26]2[CH:27]=[CH:28][C:29]([O:32][CH2:33][O:34][CH3:35])=[CH:30][CH:31]=2)[CH2:23][CH2:24][CH3:25])=[O:20])[CH:11]=[CH:10][CH:9]=1 |f:3.4,5.6|. Procedure details: β-Alanine (1.42 g, 16 mmol) and 6-bromopyridine-2-carboxaldehyde (744 mg, 4 mmol) were added successively to a stirred solution of 2-cyano-N-(1-(4-(methoxymethoxy)phenyl)butyl)acetamide (276 mg, 1.0 mmol) in ethanol/water (28 mL/17 mL) at room temp. After 72 hours TLC (in 25% EtOAc/Hexane) showed a single product and some starting materials. The mixture was partitioned between aqueous sodium bicarbonate and ethyl acetate. The separated organic layer was washed with sat. brine and dried with sodi... Run in Cl (HCl), O1CCOCC1 (dioxane). The product is N1(C=NC=C1)CC1CCNCC1 (4-(1H-IMIDAZOL-1-YL)METHYL-PIPERIDINE). Procedure details: The title compound(0.187 g, 0.705 mmoles) from Step C was stirred in 4N HCl in dioxane (20 mL) for 2 h and then evaporated to dryness to give the title compound which was used to couple with the tricyclic acid. Reaction SMILES: C(OC([N:8]1[CH2:13][CH2:12][CH:11]([CH2:14][N:15]2[CH:19]=[CH:18][N:17]=[CH:16]2)[CH2:10][CH2:9]1)=O)(C)(C)C>Cl.O1CCOCC1>[N:15]1([CH2:14][CH:11]2[CH2:12][CH2:13][NH:8][CH2:9][CH2:10]2)[CH:19]=[CH:18][N:17]=[CH:16]1. The reactants are C(C)(C)(C)OC(=O)N1CCC(CC1)CN1C=NC=C1 (tert-BUTOXYCARBONYL-4-(1H-IMIDAZOL-1-YL)METHYL-PIPERIDINE).